Dataset: the Open Reaction Database (ORD), a public repository of structured organic reaction records. Task: describe an organic reaction: reactants, conditions, products, and yield Starting materials: CCC(C(=O)[O-])n1nc(-c2ccccc2OC)n(C2CC2)c1=O, CO, [K+], [OH-]. Yields the product COc1ccccc1-c1nn(CC(=O)O)c(=O)n1C1CC1. Reaction SMILES: [CH2:1]([CH3:2])[CH:3]([C:4](=[O:5])[O-:6])[n:7]1[n:8][c:9](-[c:16]2[c:17]([O:22][CH3:23])[cH:18][cH:19][cH:20][cH:21]2)[n:10]([CH:13]2[CH2:14][CH2:15]2)[c:11]1=[O:12].[CH3:26][OH:27].[K+:25].[OH-:24]>>[CH2:3]([C:4](=[O:5])[OH:6])[n:7]1[n:8][c:9](-[c:16]2[c:17]([O:22][CH3:23])[cH:18][cH:19][cH:20][cH:21]2)[n:10]([CH:13]2[CH2:14][CH2:15]2)[c:11]1=[O:12]. Starting materials: [Li]CCCC, CCCCCC, [Cl-], c1ccc(CN2CCCCC2)cc1, c1ccc(Pc2ccccc2)cc1. Product: c1ccc(P(c2ccccc2)c2ccccc2CN2CCCCC2)cc1. Reaction SMILES: [CH2:14]([Li:15])[CH2:16][CH2:17][CH3:18].[CH3:33][CH2:34][CH2:35][CH2:36][CH2:37][CH3:38].[Cl-:19].[c:1]1([CH2:7][N:8]2[CH2:9][CH2:10][CH2:11][CH2:12][CH2:13]2)[cH:2][cH:3][cH:4][cH:5][cH:6]1.[c:20]1([PH:26][c:27]2[cH:28][cH:29][cH:30][cH:31][cH:32]2)[cH:21][cH:22][cH:23][cH:24][cH:25]1>>[c:1]1([CH2:7][N:8]2[CH2:9][CH2:10][CH2:11][CH2:12][CH2:13]2)[c:2]([P:26]([c:20]2[cH:21][cH:22][cH:23][cH:24][cH:25]2)[c:27]2[cH:28][cH:29][cH:30][cH:31][cH:32]2)[cH:3][cH:4][cH:5][cH:6]1. Solvent: C(C)O (ethanol), 2B, C(C)O (ethanol). Yields the product ClC=1C=C(OC(C(=O)O)OC)C=C(C1Cl)Cl (α-(3,4,5-trichlorophenoxy)-α-methoxyacetic acid). RXN SMILES: C[O:2][C:3](=[O:17])[CH:4]([O:7][C:8]1[CH:13]=[C:12]([Cl:14])[C:11]([Cl:15])=[C:10]([Cl:16])[CH:9]=1)[O:5][CH3:6].[OH-].[K+].O.Cl>C(O)C>[Cl:14][C:12]1[CH:13]=[C:8]([CH:9]=[C:10]([Cl:16])[C:11]=1[Cl:15])[O:7][CH:4]([O:5][CH3:6])[C:3]([OH:17])=[O:2] |f:1.2|. Reaction conditions: temperature 45 celsius. Procedure: A solution of 35.2 g (0.12 mole) methyl-α-(3,4,5-trichlorophenoxy)-α-methoxyacetate in 50 ml ethanol was added slowly to a solution of 9.2 g (0.14 mole) 85% KOH in 150 ml 2B ethanol. The mixture was heated at 45° C for one-half hour, then cooled to room temperature and poured into 300 ml H2O. The pH of the resulting mixture was adjusted to 2 with dilute HCl. An oil separated which was removed by two 150 ml extractions with chloroform. The chloroform extracts were combined, washed with three 150 ... Starting materials: COC(C(OC)OC1=CC(=C(C(=C1)Cl)Cl)Cl)=O (methyl-α-(3,4,5-trichlorophenoxy)-α-methoxyacetate), [OH-].[K+] (KOH), Cl (HCl), O (H2O). Reactants: CC(C(=O)[O-])C1CCN2C1=C(C=1C(=CC(=CC21)F)Br)C(C2=CC=C(C=C2)Cl)=O ((+/−)-methyl[8-bromo-9-(4-chlorobenzoyl)-6-fluoro-2,3-dihydro-1H-pyrrolo[1,2-a]indol-1-yl]acetate), CN1C(=CC=C1)[Sn](CCCC)(CCCC)CCCC (1-methyl-2-(tributylstannyl)-1H-pyrrole). Yields the product ClC1=CC=C(C(=O)C2=C3N(C=4C=C(C=C(C24)C=2N(C=CC2)C)F)CCC3CC(=O)O)C=C1 ((+/−)-[9-(4-chlorobenzoyl)-6-fluoro-8-(1-methyl-1H-pyrrol-2-yl)-2,3-dihydro-1H-pyrrolo[1,2-a]indol-1-yl]acetic acid). As a reaction SMILES: C[CH:2]([CH:6]1[C:10]2=[C:11]([C:20](=[O:28])[C:21]3[CH:26]=[CH:25][C:24]([Cl:27])=[CH:23][CH:22]=3)[C:12]3[C:13](Br)=[CH:14][C:15]([F:18])=[CH:16][C:17]=3[N:9]2[CH2:8][CH2:7]1)[C:3]([O-:5])=[O:4].[CH3:29][N:30]1[CH:34]=[CH:33][CH:32]=[C:31]1[Sn](CCCC)(CCCC)CCCC>>[Cl:27][C:24]1[CH:23]=[CH:22][C:21]([C:20]([C:11]2[C:12]3[C:13]([C:31]4[N:30]([CH3:29])[CH:34]=[CH:33][CH:32]=4)=[CH:14][C:15]([F:18])=[CH:16][C:17]=3[N:9]3[CH2:8][CH2:7][CH:6]([CH2:2][C:3]([OH:5])=[O:4])[C:10]=23)=[O:28])=[CH:26][CH:25]=1. Procedure: Starting from (+/−)-methyl[8-bromo-9-(4-chlorobenzoyl)-6-fluoro-2,3-dihydro-1H-pyrrolo[1,2-a]indol-1-yl]acetate (see Example 69) and 1-methyl-2-(tributylstannyl)-1H-pyrrole, the title compound was synthesized following the procedures described in Example 42 and Step 10 of Example 7.